From a dataset of the Open Reaction Database (ORD), a public repository of structured organic reaction records. describe an organic reaction: reactants, conditions, products, and yield Starting materials: BrC=1C=CC(=NC1)CC=1C=C(C(N2C=CC=CC12)=O)C(=O)N[C@@H]1[C@H](CCCC1)O (1-[(5-bromopyridin-2-yl)methyl]-N-[(1S,2S)-2-hydroxycyclohexyl]-4-oxo-4H-quinolizine-3-carboxamide), C([O-])([O-])=O.[Cs+].[Cs+] (cesium carbonate), CN1N=CC(=C1)B1OC(C(O1)(C)C)(C)C (1-methyl-4-(4,4,5,5-tetramethyl-1,3,2-dioxaborolan-2-yl)-1H-pyrazole). Reagents/catalysts: CC(C)([P](C(C)(C)C)([Pd][P](C(C)(C)C)(C(C)(C)C)C(C)(C)C)C(C)(C)C)C (bis(tri-tert-butylphosphine)palladium(0)). The solvent is C1CCOC1 (THF). Reaction conditions: temperature 100 celsius. Product: O[C@@H]1[C@H](CCCC1)NC(=O)C1=CC(=C2C=CC=CN2C1=O)CC1=NC=C(C=C1)C=1C=NN(C1)C (N-[(1S,2S)-2-Hydroxycyclohexyl]-{-[5-(1-methyl-1H-pyrazol-4-yl)pyridine-2-yl]methyl}-4-oxo-4H-quinolizine-3-carboxamide). As a reaction SMILES: Br[C:2]1[CH:3]=[CH:4][C:5]([CH2:8][C:9]2[CH:10]=[C:11]([C:20]([NH:22][C@H:23]3[CH2:28][CH2:27][CH2:26][CH2:25][C@@H:24]3[OH:29])=[O:21])[C:12](=[O:19])[N:13]3[C:18]=2[CH:17]=[CH:16][CH:15]=[CH:14]3)=[N:6][CH:7]=1.C(=O)([O-])[O-].[Cs+].[Cs+].[CH3:36][N:37]1[CH:41]=[C:40](B2OC(C)(C)C(C)(C)O2)[CH:39]=[N:38]1>C1COCC1.CC(C)([P](C(C)(C)C)([Pd][P](C(C)(C)C)(C(C)(C)C)C(C)(C)C)C(C)(C)C)C>[OH:29][C@H:24]1[CH2:25][CH2:26][CH2:27][CH2:28][C@@H:23]1[NH:22][C:20]([C:11]1[C:12](=[O:19])[N:13]2[C:18]([CH:17]=[CH:16][CH:15]=[CH:14]2)=[C:9]([CH2:8][C:5]2[CH:4]=[CH:3][C:2]([C:40]3[CH:39]=[N:38][N:37]([CH3:36])[CH:41]=3)=[CH:7][N:6]=2)[CH:10]=1)=[O:21] |f:1.2.3,^1:58,64|. Procedure: To a solution of 1-[(5-bromopyridin-2-yl)methyl]-N-[(1S,2S)-2-hydroxycyclohexyl]-4-oxo-4H-quinolizine-3-carboxamide (Example 2, 0.045 g, 0.099 mmol) in 2 mL of THF under an atmosphere of nitrogen was added aqueous cesium carbonate (1 N, 0.20 mL, 0.20 mmol), 1-methyl-4-(4,4,5,5-tetramethyl-1,3,2-dioxaborolan-2-yl)-1H-pyrazole (0.062 g, 0.30 mmol), and bis(tri-tert-butylphosphine)palladium(0) (5.0 mg, 0.010 mmol). The reaction was heated at 100° C. for 15 h, cooled to rt, and concentrated in vacuo...